Dataset: the Open Reaction Database (ORD), a public repository of structured organic reaction records. Task: describe an organic reaction: reactants, conditions, products, and yield Starting materials: CO, COC(=O)c1ccc(OC)c(C)c1NC(=O)c1ccc(F)cc1, [Li+], C1CCOC1, [OH-], O. Product: COc1ccc(C(=O)O)c(NC(=O)c2ccc(F)cc2)c1C. Reaction SMILES: [CH3:27][OH:28].[CH3:3][O:4][C:5]([c:6]1[c:7]([NH:15][C:16]([c:17]2[cH:18][cH:19][c:20]([F:23])[cH:21][cH:22]2)=[O:24])[c:8]([CH3:14])[c:9]([O:12][CH3:13])[cH:10][cH:11]1)=[O:25].[Li+:2].[O:29]1[CH2:30][CH2:31][CH2:32][CH2:33]1.[OH-:1].[OH2:26]>>[O:4]=[C:5]([c:6]1[c:7]([NH:15][C:16]([c:17]2[cH:18][cH:19][c:20]([F:23])[cH:21][cH:22]2)=[O:24])[c:8]([CH3:14])[c:9]([O:12][CH3:13])[cH:10][cH:11]1)[OH:25]. The reactants are tetrakistriphenylphosphine palladium, CC1(CCOC2=CC(=CC=C12)CCCCC)C (4,4-dimethyl-7-pentylchroman), ClC1=NC=C(C(=O)OCC)C=C1 (ethyl 6-chloronicotinate), C(CCC)[Li] (n-butyl lithium), alkynyl zinc, fused zinc chloride, CC1(CCOC2=CC(=CC=C12)CCCCC)C (4,4-dimethyl-7-pentylchroman), ClC1=NC=C(C(=O)OCC)C=C1 (ethyl 6-chloronicotinate). Run in O1CCCC1 (tetrahydrofuran), CCCCCC (hexane), O1CCCC1 (tetrahydrofuran), O1CCCC1 (tetrahydrofuran), O1CCCC1 (tetrahydrofuran). Run at temperature 0 celsius, time 30 minute. The product is CC1(CCOC2=CC=C(C=C12)C#CC1=NC=C(C(=O)OCC)C=C1)C (Ethyl 6-[(4,4-dimethylchroman-6-yl)ethynyl]nicotinate). RXN SMILES: [CH3:1][C:2]1([CH3:17])[C:11]2[C:6](=[CH:7][C:8](CCCCC)=[CH:9][CH:10]=2)[O:5][CH2:4][CH2:3]1.[CH2:18]([Li])[CH2:19][CH2:20][CH3:21].ClC1C=[CH:33][C:27]([C:28]([O:30][CH2:31][CH3:32])=[O:29])=[CH:26][N:25]=1>O1CCCC1.CCCCCC>[CH3:17][C:2]1([CH3:1])[C:11]2[C:6](=[CH:7][CH:8]=[C:9]([C:21]#[C:20][C:19]3[CH:18]=[CH:33][C:27]([C:28]([O:30][CH2:31][CH3:32])=[O:29])=[CH:26][N:25]=3)[CH:10]=2)[O:5][CH2:4][CH2:3]1. Reported procedure: Reaction vessels used in this procedure were flame dried under vacuum and all operations were carried out in an oxygen-free, argon or nitrogen atmosphere. To a solution of 509.4 mg (2.74 mmol) of 4,4-dimethyl-6-ethynylchroman (Compound 4) in 4 ml of dry tetrahydrofuran at 0 degrees C. was added dropwise 1.72 ml of 1.6M (2.75 mmol) of n-butyl lithium in hexane. Stirring was commenced at 0 degrees C. for 30 minutes and at room temperature for 15 minutes, after which the solution was cooled again t... Reactants: O[C@@H]1C(=C(C(C1)=O)CC#C)C ((S)-4-hydroxy-3-methyl-2(2-propynyl)cyclopent-2-ene-l-one), O1CCCC=C1 (3,4-dihydro-2H-pyran), O.C1(=CC=C(C=C1)S(=O)(=O)O)C (p-toluenesulfonic acid hydrate). Run in ClCCl (dichloromethane). Yields the product O1C(CCCC1)O[C@@H]1C(=C(C(C1)=O)CC#C)C ((S)-4-(2-tetrahydropyranyloxy)-3-methyl-2-(2-propynyl)cyclopent-2-ene-1-one). Yield: 86.5%. RXN SMILES: [OH:1][C@H:2]1[CH2:6][C:5](=[O:7])[C:4]([CH2:8][C:9]#[CH:10])=[C:3]1[CH3:11].[O:12]1[CH:17]=[CH:16][CH2:15][CH2:14][CH2:13]1.O.C1(C)C=CC(S(O)(=O)=O)=CC=1>ClCCl>[O:12]1[CH2:17][CH2:16][CH2:15][CH2:14][CH:13]1[O:1][C@H:2]1[CH2:6][C:5](=[O:7])[C:4]([CH2:8][C:9]#[CH:10])=[C:3]1[CH3:11] |f:2.3|. Procedure: 1 To a solution of (S)-4-hydroxy-3-methyl-2(2-propynyl)cyclopent-2-ene-l-one (20.0 g) in dichloromethane (200 ml) were added with stirring 3,4-dihydro-2H-pyran (12.5 g) and a catalytic amount of p-toluenesulfonic acid hydrate under ice-water cooling, then the solution was stirred at room temperature for 1.5 hours. This solution was partitioned between diethyl ether and brine, and the organic layer was washed twice with brine. The organic layer was dried over anhydrous sodium sulfate, and then th... Reactants: O=C(Cl)c1cccc(Cl)c1, O=C1C(=O)c2ccc(-c3ccccc3)cc2C2=C1SCC1(CCNCC1)O2. Yields the product O=C1C(=O)c2ccc(-c3ccccc3)cc2C2=C1SCC1(CCN(C(=O)c3cccc(Cl)c3)CC1)O2. RXN SMILES: [Cl:28][c:29]1[cH:30][c:31]([C:32](=[O:33])[Cl:34])[cH:35][cH:36][cH:37]1.[c:1]1(-[c:7]2[cH:8][cH:9][c:10]3[c:24]([cH:25]2)[C:14]2=[C:13]([C:12](=[O:26])[C:11]3=[O:27])[S:18][CH2:17][C:16]3([O:15]2)[CH2:19][CH2:20][NH:21][CH2:22][CH2:23]3)[cH:2][cH:3][cH:4][cH:5][cH:6]1>>[c:1]1(-[c:7]2[cH:8][cH:9][c:10]3[c:24]([cH:25]2)[C:14]2=[C:13]([C:12](=[O:26])[C:11]3=[O:27])[S:18][CH2:17][C:16]3([O:15]2)[CH2:19][CH2:20][N:21]([C:32]([c:31]2[cH:30][c:29]([Cl:28])[cH:37][cH:36][cH:35]2)=[O:33])[CH2:22][CH2:23]3)[cH:2][cH:3][cH:4][cH:5][cH:6]1. Starting materials: O=[N+]([O-])c1cnc2ccccc2c1O, O=P(Cl)(Cl)Cl, c1ccc2ncccc2c1. Yields the product O=[N+]([O-])c1cnc2ccccc2c1Cl. Reaction SMILES: [N+:11](=[O:12])([O-:13])[c:14]1[cH:15][n:16][c:17]2[cH:18][cH:19][cH:20][cH:21][c:22]2[c:23]1[OH:24].[P:25]([Cl:26])([Cl:27])([Cl:28])=[O:29].[cH:1]1[cH:2][c:3]2[c:4]([n:5][cH:6][cH:7][cH:8]2)[cH:9][cH:10]1>>[N+:11](=[O:12])([O-:13])[c:14]1[cH:15][n:16][c:17]2[cH:18][cH:19][cH:20][cH:21][c:22]2[c:23]1[Cl:27]. The product is COc1cc2c(-c3cc4cc(F)cnc4n3S(=O)(=O)c3ccc(C)cc3)cn(CCCl)c2cc1OC. The reactants are [Br-], O=C([O-])[O-], COc1cc2[nH]cc(-c3cc4cc(F)cnc4n3S(=O)(=O)c3ccc(C)cc3)c2cc1OC, CO, CCCC[N+](CCCC)(CCCC)CCCC, ClCCl, ClCCCl, [K+], [K+], [K+], [OH-]. RXN SMILES: [Br-:47].[C:36](=[O:37])([O-:38])[O-:39].[CH3:1][O:2][c:3]1[cH:4][c:5]2[c:6](-[c:14]3[cH:15][c:16]4[c:17]([n:18][cH:19][c:20]([F:22])[cH:21]4)[n:23]3[S:24](=[O:25])(=[O:26])[c:27]3[cH:28][cH:29][c:30]([CH3:33])[cH:31][cH:32]3)[cH:7][nH:8][c:9]2[cH:10][c:11]1[O:12][CH3:13].[CH3:42][OH:43].[CH3:48][CH2:49][CH2:50][CH2:51][N+:52]([CH2:53][CH2:54][CH2:55][CH3:56])([CH2:57][CH2:58][CH2:59][CH3:60])[CH2:61][CH2:62][CH2:63][CH3:64].[Cl:44][CH2:45][Cl:46].[Cl:65][CH2:66][CH2:67][Cl:68].[K+:35].[K+:40].[K+:41].[OH-:34]>>[CH3:1][O:2][c:3]1[cH:4][c:5]2[c:6](-[c:14]3[cH:15][c:16]4[c:17]([n:18][cH:19][c:20]([F:22])[cH:21]4)[n:23]3[S:24](=[O:25])(=[O:26])[c:27]3[cH:28][cH:29][c:30]([CH3:33])[cH:31][cH:32]3)[cH:7][n:8]([CH2:42][CH2:45][Cl:46])[c:9]2[cH:10][c:11]1[O:12][CH3:13]. Reactants: N (ammonia), [H][H] (hydrogen), C(C)(=O)O[C@@H]1[C@H](O[C@H]([C@@H]1OC(C)=O)N1C2=NC(=NC(=C2N=C1)NCCC1=CC=CC=C1)C#N)COC(C)=O ((2R,3R,4R,5R)-4-(acetyloxy)-2-[(acetyloxy)methyl]-5-[2-cyano-6-(phenethylamino)-9H-purin-9-yl]tetrahydro-3-furanyl acetate), N (ammonia), [H][H] (hydrogen). The reagents and catalysts are [Pd] (palladium on charcoal), [Pd] (palladium on charcoal). Solvent: C(C)O (ethanol), C(C)O (ethanol). Reaction conditions: time 18 hour. The product is N (ammonia), NCC1=NC(=C2N=CN(C2=N1)[C@@H]1O[C@@H]([C@H]([C@H]1O)O)CO)NCCC1=CC=CC=C1 ((2R,3R,4S,5R)-2-[2-(Aminomethyl)-6-(phenethylamino)-9H-purin-9-yl]-5-(hydroxymethyl)tetrahydro-3,4-furandiol). The yield is 88.9%. Reaction SMILES: C([O:4][C@H:5]1[C@@H:9]([O:10]C(=O)C)[C@H:8]([N:14]2[CH:22]=[N:21][C:20]3[C:15]2=[N:16][C:17]([C:32]#[N:33])=[N:18][C:19]=3[NH:23][CH2:24][CH2:25][C:26]2[CH:31]=[CH:30][CH:29]=[CH:28][CH:27]=2)[O:7][C@@H:6]1[CH2:34][O:35]C(=O)C)(=O)C.N.[H][H]>C(O)C.[Pd]>[NH3:14].[NH2:33][CH2:32][C:17]1[N:16]=[C:15]2[C:20]([N:21]=[CH:22][N:14]2[C@H:8]2[C@H:9]([OH:10])[C@H:5]([OH:4])[C@@H:6]([CH2:34][OH:35])[O:7]2)=[C:19]([NH:23][CH2:24][CH2:25][C:26]2[CH:31]=[CH:30][CH:29]=[CH:28][CH:27]=2)[N:18]=1. Procedure: A solution of (2R,3R,4R,5R)-4-(acetyloxy)-2-[(acetyloxy)methyl]-5-[2-cyano-6-(phenethylamino)-9H-purin-9-yl]tetrahydro-3-furanyl acetate (1.0 g, 1.91 mmol) (Preparation 11) in ethanol (40 ml) saturated with ammonia gas was treated with 5% w/w palladium on charcoal (0.50 g), pressurised to 1034 kPa (150 psi) with hydrogen in a sealed vessel and stirred at room temperature for 18 hours. TLC analysis showed that some starting material still remained and therefore further 5% w/w palladium on charcoa...